describe an organic reaction: reactants, conditions, products, and yield From a dataset of the Open Reaction Database (ORD), a public repository of structured organic reaction records. Starting materials: [Br-], COc1ccc(Br)cc1OC, COc1ccc([Mg+])cc1OC, [Cl-], O=C(O)c1ccc(Cl)nc1, Cl, [Mg], C1CCOC1. Yields the product COc1ccc(C(=O)c2ccc(Cl)nc2)cc1OC. Reaction SMILES: [Br-:13].[Br:2][c:3]1[cH:4][c:5]([O:11][CH3:12])[c:6]([O:9][CH3:10])[cH:7][cH:8]1.[CH3:14][O:15][c:16]1[cH:17][c:18]([Mg+:19])[cH:20][cH:21][c:22]1[O:23][CH3:24].[Cl-:25].[Cl:26][c:27]1[n:28][cH:29][c:30]([C:31](=[O:32])[OH:33])[cH:34][cH:35]1.[ClH:36].[Mg:1].[O:37]1[CH2:38][CH2:39][CH2:40][CH2:41]1>>[c:3]1([C:31]([c:30]2[cH:29][n:28][c:27]([Cl:26])[cH:35][cH:34]2)=[O:32])[cH:4][c:5]([O:11][CH3:12])[c:6]([O:9][CH3:10])[cH:7][cH:8]1. Starting materials: O.NN (hydrazine monohydrate), N1=C(C=NC(=C1)C(=O)OCC)C(=O)OCC (diethyl pyrazine-2,5-dicarboxylate). Run in C(C)O (ethanol), C(C)O (ethanol). Run at temperature 75 celsius, time 8 hour. The product is N(N)C(=O)C=1N=CC(=NC1)C(=O)OCC (Ethyl 5-(hydrazinecarbonyl)pyrazine-2-carboxylate). Isolated yield 71.1%. As a reaction SMILES: [N:1]1[CH:6]=[C:5]([C:7]([O:9][CH2:10][CH3:11])=[O:8])[N:4]=[CH:3][C:2]=1[C:12]([O:14]CC)=O.O.[NH2:18][NH2:19]>C(O)C>[NH:18]([C:12]([C:2]1[N:1]=[CH:6][C:5]([C:7]([O:9][CH2:10][CH3:11])=[O:8])=[N:4][CH:3]=1)=[O:14])[NH2:19] |f:1.2|. Reported procedure: A mixture of diethyl pyrazine-2,5-dicarboxylate (1.75 g, 7.81 mmol) and ethanol (15 mL) was heated to 75° C. to obtain a homogeneous solution. After cooling to room temperature, a solution of hydrazine monohydrate (0.281 g, 7.03 mmol) in ethanol (3.5 mL) was added to the solution dropwise over 4 hours. After stirring at room temperature overnight, a solid had precipitated out of the reaction mixture. The solid was collected by filtration and dried under vacuum to give the title compound (1.05 g)... Starting materials: O=C(O)Cc1ccc2c(c1)OCO2, Cc1ccc(N)nc1. Reagents/catalysts: CCN=C=NCCCN(C)C.Cl (EDC-HCl), CN1CCOCC1 (NMM). The solvent is CN(C)C=O (DMF), CN(C)C=O (DMF), CN(C)C=O (DMF), CN(C)C=O (DMF), CN(C)C=O (DMF), CN(C)C=O (DMF). Run at temperature 25 celsius, time 2 hour. Yields the product Cc1ccc(NC(=O)Cc2ccc3c(c2)OCO3)nc1. The yield is 11.8%. Reaction SMILES: Cc1ccc(N)nc1.O=C(O)Cc1ccc2c(c1)OCO2.CCN=C=NCCCN(C)C.Cl.CN1CCOCC1.CN(C)C=O>>Cc1ccc(NC(=O)Cc2ccc3c(c2)OCO3)nc1. Reactants: CC(C)(C)[O-], CN(C)C=O, Cc1cc(C(=O)NC(CCNC(=O)NCCCl)c2nc3cc(Cl)ccc3[nH]2)ccc1C(=O)N1CCCC1, [K+], O. The product is Cc1cc(C(=O)NC(CCN2CCNC2=O)c2nc3cc(Cl)ccc3[nH]2)ccc1C(=O)N1CCCC1. As a reaction SMILES: [CH3:38][C:39]([CH3:40])([O-:41])[CH3:42].[CH3:45][N:46]([CH3:47])[CH:48]=[O:49].[Cl:1][c:2]1[cH:3][c:4]2[c:5]([nH:6][c:7]([CH:9]([CH2:10][CH2:11][NH:12][C:13](=[O:14])[NH:15][CH2:16][CH2:17][Cl:18])[NH:19][C:20]([c:21]3[cH:22][c:23]([CH3:34])[c:24]([C:27](=[O:28])[N:29]4[CH2:30][CH2:31][CH2:32][CH2:33]4)[cH:25][cH:26]3)=[O:35])[n:8]2)[cH:36][cH:37]1.[K+:43].[OH2:44]>>[Cl:1][c:2]1[cH:3][c:4]2[c:5]([nH:6][c:7]([CH:9]([CH2:10][CH2:11][N:12]3[C:13](=[O:14])[NH:15][CH2:16][CH2:17]3)[NH:19][C:20]([c:21]3[cH:22][c:23]([CH3:34])[c:24]([C:27](=[O:28])[N:29]4[CH2:30][CH2:31][CH2:32][CH2:33]4)[cH:25][cH:26]3)=[O:35])[n:8]2)[cH:36][cH:37]1. Reactants: CN(C)c1ccc(C=O)c(c1C#N)F, CC1=CN=C(C=C1)N, [C-]#[N+]C1CCCCC1. The reagents and catalysts are O=C(O)C(F)(F)F (trifluoroacetic acid). Solvent: CC(C)O (isopropyl alcohol), CC(C)O (isopropylalcohol). Reaction conditions: temperature 22 celsius, time 20 hour. The product is Cc1ccc2nc(c3ccc(c(C#N)c3F)N(C)C)c(NC3CCCCC3)n2c1. The yield is 12.6%. Reaction SMILES: CC1=CC=C(N)N=C1.[C-]#[N+]C1CCCCC1.CN(C)C1=C(C#N)C(F)=C(C=O)C=C1>>CN(C)C1=C(C#N)C(F)=C(C=C1)C1=C(NC2CCCCC2)N2C=C(C)C=CC2=N1. The reactants are COC(=O)C=1NC=CC1 (methylpyrrole-2-carboxylate), BrCCCCCC (1-bromohexane), C([O-])([O-])=O.[K+].[K+] (potassium carbonate), C(C)(=O)OCC (Ethyl acetate). The solvent is CN(C=O)C (N,N-dimethylformamide). Reaction conditions: temperature 80 celsius, time 20 hour. Yields the product C(CCCCC)N1C(=CC=C1)C(=O)OC (methyl 1-hexylpyrrole-2-carboxylate). The yield is 58.0%. Reaction SMILES: [CH3:1][O:2][C:3]([C:5]1[NH:6][CH:7]=[CH:8][CH:9]=1)=[O:4].Br[CH2:11][CH2:12][CH2:13][CH2:14][CH2:15][CH3:16].C(=O)([O-])[O-].[K+].[K+].C(OCC)(=O)C>CN(C)C=O>[CH2:11]([N:6]1[CH:7]=[CH:8][CH:9]=[C:5]1[C:3]([O:2][CH3:1])=[O:4])[CH2:12][CH2:13][CH2:14][CH2:15][CH3:16] |f:2.3.4|. Procedure details: To a solution of methylpyrrole-2-carboxylate (1.01 g, 8.07 mmol) in N,N-dimethylformamide (12 ml) were added 1-bromohexane (1.36 ml, 9.69 mmol) and potassium carbonate (1.474 g, 10.7 mmol), and the mixture was stirred at 80° C. for 20 hr. Ethyl acetate was added to the reaction mixture, the mixture was washed with water, and the organic layer was dried over sodium sulfate. The solvent was evaporated under reduced pressure, and the obtained residue was purified by silica gel column chromatography... Starting materials: [Br-], O=Cc1ccc(F)cc1Br, CC[Mg+], CCOCC, Cl, O. Yields the product CCC(O)c1ccc(F)cc1Br. As a reaction SMILES: [Br-:1].[Br:5][c:6]1[c:7]([CH:8]=[O:9])[cH:10][cH:11][c:12]([F:14])[cH:13]1.[CH2:2]([CH3:3])[Mg+:4].[CH3:17][CH2:18][O:19][CH2:20][CH3:21].[ClH:16].[OH2:15]>>[CH2:2]([CH3:3])[CH:8]([c:7]1[c:6]([Br:5])[cH:13][c:12]([F:14])[cH:11][cH:10]1)[OH:9]. Reactants: CSc1cc(CCC(=O)OC(C)(C)C)cc(-c2nc(=O)c3ccccc3s2)n1, ClC(Cl)Cl, O=C(OO)c1cccc(Cl)c1. The product is CS(=O)c1cc(CCC(=O)OC(C)(C)C)cc(-c2nc(=O)c3ccccc3s2)n1. As a reaction SMILES: [CH3:1][S:2][c:3]1[n:4][c:5](-[c:18]2[s:19][c:20]3[c:21]([c:22](=[O:24])[n:23]2)[cH:25][cH:26][cH:27][cH:28]3)[cH:6][c:7]([CH2:9][CH2:10][C:11](=[O:12])[O:13][C:14]([CH3:15])([CH3:16])[CH3:17])[cH:8]1.[CH:40]([Cl:41])([Cl:42])[Cl:43].[OH:29][O:30][C:31]([c:32]1[cH:33][c:34]([Cl:35])[cH:36][cH:37][cH:38]1)=[O:39]>>[CH3:1][S:2]([c:3]1[n:4][c:5](-[c:18]2[s:19][c:20]3[c:21]([c:22](=[O:24])[n:23]2)[cH:25][cH:26][cH:27][cH:28]3)[cH:6][c:7]([CH2:9][CH2:10][C:11](=[O:12])[O:13][C:14]([CH3:15])([CH3:16])[CH3:17])[cH:8]1)=[O:29]. Starting materials: O (water), S1C(=CC=C1)CCC(=O)O (3-(2-thienyl)propionic acid), C([O-])([O-])=O.[K+].[K+] (potassium carbonate). Solvent: O1CCCC1 (tetrahydrofuran). Run at time 18 hour. The product is S1C(=CC=C1)CCCO (3-(2-Thienyl)propanol). Isolated yield 103.5%. Reaction SMILES: [S:1]1[CH:5]=[CH:4][CH:3]=[C:2]1[CH2:6][CH2:7][C:8](O)=[O:9].O.C(=O)([O-])[O-].[K+].[K+]>O1CCCC1>[S:1]1[CH:5]=[CH:4][CH:3]=[C:2]1[CH2:6][CH2:7][CH2:8][OH:9] |f:2.3.4|. Procedure details: To a solution of 3-(2-thienyl)propionic acid (5.0 g, 32.0 mmol) in tetrahydrofuran (20 ml) at 0° C. was added 1 M borane tetrahydrofuran complex (33.5 ml, 33.5 mmol) dropwise over 30 minutes. The reaction mixture was then stirred for 18 h whilst warming to room temperature. The temperature was then reduced to 0° C. and water (20 ml) was added to quench the reaction. The solution was then basified with potassium carbonate, the layers separated and the aqueous layer washed with diethyl ether. The ...